From a dataset of the Open Reaction Database (ORD), a public repository of structured organic reaction records. describe an organic reaction: reactants, conditions, products, and yield Reactants: N1=CC(=CC=C1)C1=NC(NC=C1)=O (4-pyridin-3-yl-1H-pyrimidin-2-one), [H-].[Na+] (NaH), O (Water), BrCCCCCl (1-bromo-4-chloro-butane). Run in CN(C)C=O (DMF). Run at temperature 100 celsius, time 8 hour. The product is ClCCCCN1C(N=C(C=C1)C=1C=NC=CC1)=O (1-(4-Chloro-butyl)-4-pyridin-3-yl-1H-pyrimidin-2-one). Isolated yield 52.3%. As a reaction SMILES: [N:1]1[CH:6]=[CH:5][CH:4]=[C:3]([C:7]2[CH:12]=[CH:11][NH:10][C:9](=[O:13])[N:8]=2)[CH:2]=1.[H-].[Na+].Br[CH2:17][CH2:18][CH2:19][CH2:20][Cl:21].O>CN(C=O)C>[Cl:21][CH2:20][CH2:19][CH2:18][CH2:17][N:10]1[CH:11]=[CH:12][C:7]([C:3]2[CH:2]=[N:1][CH:6]=[CH:5][CH:4]=2)=[N:8][C:9]1=[O:13] |f:1.2|. Reported procedure: To a solution of 4-pyridin-3-yl-1H-pyrimidin-2-one (50 mg, 0.29 mmol) in dry DMF (11 ml), 60% NaH (15 mg, 0.37 mmol) was added portionwise under inert atmosphere. After heating the mixture at 100° C. for 1 hour, 1-bromo-4-chloro-butane (43 μl, 0.37 mmol) was added at room temperature and the mixture was stirred overnight. Water was added and the mixture extracted with diethyl ether to remove the dialkylated product and finally with ethyl acetate. Ethyl acetate was washed with brine, dried (Na2SO... The solvent is C(C)O (ethanol). Yields the product C1(=CC=CC=C1)S[C@H]1[C@@H](CCCC1)O (trans-2-(phenylthio)cyclohexanol). Run at time 24 hour. Starting materials: C1(=CC=CC=C1)S (Thiophenol), [O-]CC.[Na+] (sodium ethoxide), C12C(CCCC1)O2 (cyclohexene oxide). RXN SMILES: [C:1]1([SH:7])[CH:6]=[CH:5][CH:4]=[CH:3][CH:2]=1.[O-]CC.[Na+].[CH:12]12[O:18][CH:13]1[CH2:14][CH2:15][CH2:16][CH2:17]2>C(O)C>[C:1]1([S:7][C@@H:12]2[CH2:17][CH2:16][CH2:15][CH2:14][C@H:13]2[OH:18])[CH:6]=[CH:5][CH:4]=[CH:3][CH:2]=1 |f:1.2|. Procedure details: Thiophenol (2.14 g, 0.0194 mole) was added to freshly prepared sodium ethoxide (sodium, 0.45 g) in ethanol (30 ml). After several minutes, cyclohexene oxide was added, and the reaction mixture was stirred at room temperature for 24 hours. The reaction mixture was concentrated with a gentle flow of nitrogen gas. The residue was dissolved in diethyl ether (75 ml) and washed with in hydrochloric acid (19 ml). The diethyl ether was washed three times with 50 ml of 5% sodium carbonate, once with 0.5N...